From a dataset of the Open Reaction Database (ORD), a public repository of structured organic reaction records. describe an organic reaction: reactants, conditions, products, and yield Starting materials: [BH4-], CO, O=C(NCCc1c[nH]c2ccc(Cl)cc12)c1cc(C(=O)c2cc(F)ccc2F)on1, [Na+], [Na+], O, O=C([O-])O. Product: O=C(NCCc1c[nH]c2ccc(Cl)cc12)c1cc(C(O)c2cc(F)ccc2F)on1. Reaction SMILES: [BH4-:1].[CH3:38][OH:39].[Cl:3][c:4]1[cH:5][c:6]2[c:7]([CH2:13][CH2:14][NH:15][C:16](=[O:17])[c:18]3[n:19][o:20][c:21]([C:23]([c:24]4[c:25]([F:31])[cH:26][cH:27][c:28]([F:30])[cH:29]4)=[O:32])[cH:22]3)[cH:8][nH:9][c:10]2[cH:11][cH:12]1.[Na+:2].[Na+:33].[OH2:40].[OH:34][C:35](=[O:36])[O-:37]>>[Cl:3][c:4]1[cH:5][c:6]2[c:7]([CH2:13][CH2:14][NH:15][C:16](=[O:17])[c:18]3[n:19][o:20][c:21]([CH:23]([c:24]4[c:25]([F:31])[cH:26][cH:27][c:28]([F:30])[cH:29]4)[OH:32])[cH:22]3)[cH:8][nH:9][c:10]2[cH:11][cH:12]1. Starting materials: BrC1=CC(=C(C=C1)C(=O)N1CCN(CC1)C1=NC=C(C=C1C)C)C ((4-bromo-2-methylphenyl) [4-(3,5-dimethylpyridin-2-yl)piperazin-1-yl]methanone), C(C)(=O)N1C(NCC1)=O (1-acetylimidazolidin-2-one). The product is C(C)(=O)N1C(N(CC1)C1=CC(=C(C=C1)C(=O)N1CCN(CC1)C1=NC=C(C=C1C)C)C)=O (1-acetyl-3-{4-[4-(3,5-dimethylpyridin-2-yl)piperazine-1-carbonyl]-3-methylphenyl}imidazolidin-2-one). Isolated yield 62.4%. RXN SMILES: Br[C:2]1[CH:7]=[CH:6][C:5]([C:8]([N:10]2[CH2:15][CH2:14][N:13]([C:16]3[C:21]([CH3:22])=[CH:20][C:19]([CH3:23])=[CH:18][N:17]=3)[CH2:12][CH2:11]2)=[O:9])=[C:4]([CH3:24])[CH:3]=1.[C:25]([N:28]1[CH2:32][CH2:31][NH:30][C:29]1=[O:33])(=[O:27])[CH3:26]>>[C:25]([N:28]1[CH2:32][CH2:31][N:30]([C:2]2[CH:7]=[CH:6][C:5]([C:8]([N:10]3[CH2:15][CH2:14][N:13]([C:16]4[C:21]([CH3:22])=[CH:20][C:19]([CH3:23])=[CH:18][N:17]=4)[CH2:12][CH2:11]3)=[O:9])=[C:4]([CH3:24])[CH:3]=2)[C:29]1=[O:33])(=[O:27])[CH3:26]. Procedure details: Using (4-bromo-2-methylphenyl) [4-(3,5-dimethylpyridin-2-yl)piperazin-1-yl]methanone (233 mg) described in Preparation Example 118 and 1-acetylimidazolidin-2-one (115 mg) and by the reaction and treatment in the same manner as in Example 1, the title compound (163 mg) was obtained.